Dataset: the Open Reaction Database (ORD), a public repository of structured organic reaction records. Task: describe an organic reaction: reactants, conditions, products, and yield Starting materials: OC=1C=NC(=NC1)C=1C=C(C(=O)OC)C=CC1 (methyl 3-(5-hydroxypyrimidin-2-yl)benzoate), N(=NC(=O)OC(C)C)C(=O)OC(C)C (diisopropyl azodicarboxylate), C1(=CC=CC=C1)P(C1=CC=CC=C1)C1=CC=CC=C1 (triphenylphosphine), CN(CCCO)C (3-(dimethylamino)-1-propanol). Reaction SMILES: [OH:1][C:2]1[CH:3]=[N:4][C:5]([C:8]2[CH:9]=[C:10]([CH:15]=[CH:16][CH:17]=2)[C:11]([O:13][CH3:14])=[O:12])=[N:6][CH:7]=1.C1(P(C2C=CC=CC=2)C2C=CC=CC=2)C=CC=CC=1.[CH3:37][N:38]([CH3:43])[CH2:39][CH2:40][CH2:41]O.N(C(OC(C)C)=O)=NC(OC(C)C)=O>C1COCC1>[CH3:37][N:38]([CH3:43])[CH2:39][CH2:40][CH2:41][O:1][C:2]1[CH:7]=[N:6][C:5]([C:8]2[CH:9]=[C:10]([CH:15]=[CH:16][CH:17]=2)[C:11]([O:13][CH3:14])=[O:12])=[N:4][CH:3]=1. The solvent is C1CCOC1 (THF). Yields the product CN(CCCOC=1C=NC(=NC1)C=1C=C(C(=O)OC)C=CC1)C (methyl 3-[5-(3-dimethylaminopropoxy)pyrimidin-2-yl]benzoate). Procedure details: A solution, kept under nitrogen, of 6.1 g (26.5 mmol) of methyl 3-(5-hydroxypyrimidin-2-yl)benzoate, 10.5 g (39.8 mmol) of triphenylphosphine and 4.76 ml (39.8 mmol) of 3-(dimethylamino)-1-propanol in 200 ml of THF is cooled in an ice bath, and 8.21 ml (39.8 mmol) of diisopropyl azodicarboxylate are subsequently slowly added dropwise with stirring. After stirring at room temperature for 2 hours, the reaction mixture is evaporated in vacuo. The residue is partitioned between dichloromethane and s... Reactants: CCCCI, COc1ccc2[nH]c3c(C)c4ccncc4c(C)c3c2c1, CCCCn1c2ccc(OC)cc2c2c(C)c3cnccc3c(C)c21. Product: COc1ccc2c(c1)c1c(C)c3cnccc3c(C)c1n2C. As a reaction SMILES: [CH2:22]([I:23])[CH2:24][CH2:25][CH3:26].[CH3:1][O:2][c:3]1[cH:4][cH:5][c:6]2[nH:7][c:8]3[c:9]([CH3:10])[c:11]4[cH:12][cH:13][n:14][cH:15][c:16]4[c:17]([CH3:18])[c:19]3[c:20]2[cH:21]1.[CH3:27][O:28][c:29]1[cH:30][c:31]2[c:32]3[c:33]([CH3:51])[c:34]4[c:35]([c:36]([CH3:46])[c:37]3[n:38]([CH2:42][CH2:43][CH2:44][CH3:45])[c:39]2[cH:40][cH:41]1)[cH:47][cH:48][n:49][cH:50]4>>[CH3:27][O:28][c:29]1[cH:30][c:31]2[c:32]3[c:33]([CH3:51])[c:34]4[c:35]([c:36]([CH3:46])[c:37]3[n:38]([CH3:42])[c:39]2[cH:40][cH:41]1)[cH:47][cH:48][n:49][cH:50]4.